Dataset: the Open Reaction Database (ORD), a public repository of structured organic reaction records. Task: describe an organic reaction: reactants, conditions, products, and yield The reactants are CC(=O)OC(C)=O, O=CO, NC1CCN(c2ccc(OCc3cccc(F)c3)cc2)C1=O. Yields the product O=CNC1CCN(c2ccc(OCc3cccc(F)c3)cc2)C1=O. As a reaction SMILES: [CH3:23][C:24](=[O:25])[O:26][C:27](=[O:28])[CH3:29].[CH:30]([OH:31])=[O:32].[NH2:1][CH:2]1[C:3](=[O:22])[N:4]([c:7]2[cH:8][cH:9][c:10]([O:13][CH2:14][c:15]3[cH:16][c:17]([F:21])[cH:18][cH:19][cH:20]3)[cH:11][cH:12]2)[CH2:5][CH2:6]1>>[NH:1]([CH:2]1[C:3](=[O:22])[N:4]([c:7]2[cH:8][cH:9][c:10]([O:13][CH2:14][c:15]3[cH:16][c:17]([F:21])[cH:18][cH:19][cH:20]3)[cH:11][cH:12]2)[CH2:5][CH2:6]1)[CH:24]=[O:25]. The reactants are [Br-], COc1cc(CCNC(=O)C(=CO)c2ccc(C)cc2)ccc1OCc1ccccc1, CCCC[N+](CCCC)(CCCC)CCCC, COCCOC, FC(F)Cl, Cl, [K+], [OH-]. Yields the product COc1cc(CCNC(=O)C(=COC(F)F)c2ccc(C)cc2)ccc1OCc1ccccc1. RXN SMILES: [Br-:39].[CH2:1]([c:2]1[cH:3][cH:4][cH:5][cH:6][cH:7]1)[O:8][c:9]1[c:10]([O:30][CH3:31])[cH:11][c:12]([CH2:15][CH2:16][NH:17][C:18]([C:19](=[CH:20][OH:21])[c:22]2[cH:23][cH:24][c:25]([CH3:28])[cH:26][cH:27]2)=[O:29])[cH:13][cH:14]1.[CH3:40][CH2:41][CH2:42][CH2:43][N+:44]([CH2:45][CH2:46][CH2:47][CH3:48])([CH2:49][CH2:50][CH2:51][CH3:52])[CH2:53][CH2:54][CH2:55][CH3:56].[CH3:57][O:58][CH2:59][CH2:60][O:61][CH3:62].[Cl:34][CH:35]([F:36])[F:37].[ClH:38].[K+:33].[OH-:32]>>[CH2:1]([c:2]1[cH:3][cH:4][cH:5][cH:6][cH:7]1)[O:8][c:9]1[c:10]([O:30][CH3:31])[cH:11][c:12]([CH2:15][CH2:16][NH:17][C:18]([C:19](=[CH:20][O:21][CH:35]([F:36])[F:37])[c:22]2[cH:23][cH:24][c:25]([CH3:28])[cH:26][cH:27]2)=[O:29])[cH:13][cH:14]1. The reactants are ClC1=C(C=CC(=C1)C(F)(F)F)C(CC(=O)OCC)C1=CNC2=C(C=CC=C12)CSC (Ethyl 3-[2-chloro-4-(trifluoromethyl)phenyl]-3-{7-[(methylsulfanyl)methyl]-1H-indol-3-yl}propanoate), [H-].[Al+3].[Li+].[H-].[H-].[H-] (lithium aluminum hydride), Cl (hydrochloric acid). The solvent is C1CCOC1 (THF), C1CCOC1 (THF), C1CCOC1 (THF). Product: ClC1=C(C=CC(=C1)C(F)(F)F)C(CCO)C1=CNC2=C(C=CC=C12)CSC (3-[2-Chloro-4-(trifluoromethyl)phenyl]-3-{7-[(methylsulfanyl)methyl]-1H-indol-3-yl}propan-1-ol). RXN SMILES: [Cl:1][C:2]1[CH:7]=[C:6]([C:8]([F:11])([F:10])[F:9])[CH:5]=[CH:4][C:3]=1[CH:12]([C:19]1[C:27]2[C:22](=[C:23]([CH2:28][S:29][CH3:30])[CH:24]=[CH:25][CH:26]=2)[NH:21][CH:20]=1)[CH2:13][C:14](OCC)=[O:15].[H-].[Al+3].[Li+].[H-].[H-].[H-].Cl>C1COCC1>[Cl:1][C:2]1[CH:7]=[C:6]([C:8]([F:11])([F:10])[F:9])[CH:5]=[CH:4][C:3]=1[CH:12]([C:19]1[C:27]2[C:22](=[C:23]([CH2:28][S:29][CH3:30])[CH:24]=[CH:25][CH:26]=2)[NH:21][CH:20]=1)[CH2:13][CH2:14][OH:15] |f:1.2.3.4.5.6|. Procedure details: A solution of 1.30 g (2.85 mmol) of the compound from Example 99A in 20 ml of THF was added dropwise to 10 ml (9.98 mmol) of a 1N lithium aluminum hydride solution in THF under argon in 80 ml of THF at RT. 1N hydrochloric acid was then added, the mixture was extracted with dichloromethane, and the organic phase was dried over magnesium sulfate, filtered and concentrated. The crude product was purified by preparative HPLC (RP18 column; mobile phase: acetonitrile/water gradient with addition of 0.... The reactants are CC([C@H]1CC[C@H]2[C@@H]3CC[C@@H]4CC(CC[C@]4(C)[C@H]3CC[C@]12C)=O)=O (5β-pregnan-3,20-dione), cyclic 20-(1,2-ethanediyl acetal), N1=CC=C(C=C1)OCC#C (propargyl 4-pyridyl ether), [Li]CCCC (n-BuLi), crude product. Solvent: C1CCOC1 (THF), C(Cl)Cl (CH2Cl2), C1CCOC1 (THF). Conditions: temperature -75 celsius, time 0.5 hour. The product is CC([C@H]1CC[C@H]2[C@@H]3CC[C@@H]4CCCC[C@]4(C)[C@H]3CC[C@]12C)=O (5β-pregnan-20-one). Reaction SMILES: N1C=CC(OCC#C)=CC=1.[Li]CCCC.[CH3:16][C:17](=[O:38])[C@@H:18]1[C@:35]2([CH3:36])[C@H:21]([C@H:22]3[C@H:32]([CH2:33][CH2:34]2)[C@:30]2([CH3:31])[C@@H:25]([CH2:26][C:27](=O)[CH2:28][CH2:29]2)[CH2:24][CH2:23]3)[CH2:20][CH2:19]1>C1COCC1.C(Cl)Cl>[CH3:16][C:17](=[O:38])[C@@H:18]1[C@:35]2([CH3:36])[C@H:21]([C@H:22]3[C@H:32]([CH2:33][CH2:34]2)[C@:30]2([CH3:31])[C@@H:25]([CH2:26][CH2:27][CH2:28][CH2:29]2)[CH2:24][CH2:23]3)[CH2:20][CH2:19]1. Procedure: A solution of propargyl 4-pyridyl ether (prepared according to (Thummel et al, J. Org. Chem. 1978, 43 4882) (173 mg, 1.3 mmol) in dry THF (15 mL) was treated with n-BuLi (2.5M in THF, 1,3 mmol, 0.52 mL) at −70° C. After stirring the mixture at −75° C. for 0.5 hr, a solution of 5β-pregnan-3,20-dione, cyclic 20-(1,2-ethanediyl acetal) (180 mg, 0.5 mmol) in THF (15 mL) was added and the mixture was stirred at −78° C. for 20 min. The cooling bath was removed and the stirring was continued at rt for ...